The task is: describe an organic reaction: reactants, conditions, products, and yield. This data is from the Open Reaction Database (ORD), a public repository of structured organic reaction records. The reactants are CC(C(C(=O)OCC)=O)C1=CC(=CC=C1)C(C1=CC=CC=C1)=O (ethyl 3-methyl-3-(3-benzoylphenyl)-pyruvate), [OH-].[K+] (potassium hydroxide). The solvent is CO (methanol), CO (methanol). Run at time 30 minute. The product is CC(C(C(=O)O)=O)C1=CC(=CC=C1)C(C1=CC=CC=C1)=O (3-methyl-3-(3-benzoylphenyl)-pyruvic acid). Isolated yield 80.0%. As a reaction SMILES: [CH3:1][CH:2]([C:10]1[CH:15]=[CH:14][CH:13]=[C:12]([C:16](=[O:23])[C:17]2[CH:22]=[CH:21][CH:20]=[CH:19][CH:18]=2)[CH:11]=1)[C:3](=[O:9])[C:4]([O:6]CC)=[O:5].[OH-].[K+]>CO>[CH3:1][CH:2]([C:10]1[CH:15]=[CH:14][CH:13]=[C:12]([C:16](=[O:23])[C:17]2[CH:22]=[CH:21][CH:20]=[CH:19][CH:18]=2)[CH:11]=1)[C:3](=[O:9])[C:4]([OH:6])=[O:5] |f:1.2|. Reported procedure: To a solution of 2.2 g of ethyl 3-methyl-3-(3-benzoylphenyl)-pyruvate in 20 ml of methanol was added a solution of 1.0 g of potassium hydroxide in 10 ml of methanol, and the resulting mixture was stirred at room temperature for 30 minutes. Subsequently, the methanol was removed from the mixture by distillation under reduced pressure. The residue was charged with water, and insoluble matter was removed therefrom by extraction with ethyl acetate. The extraction mother liquor was acidified with hyd... The reactants are C(C)(C)N (isopropylamine), N1(C=CC=C1)C1=C(OCC2CO2)C=CC=C1 (1-[o-(pyrrol-1-yl)-phenoxy]-2,3-epoxy-propane). Run in C(C)(C)O (isopropanol). The product is C(C)(C)NCC(COC1=C(C=CC=C1)N1C=CC=C1)O (1-iso-propylamino-3[o-(pyrrol-1-yl)-phenoxy]-2-propanol). As a reaction SMILES: [CH:1]([NH2:4])([CH3:3])[CH3:2].[N:5]1([C:10]2[CH:20]=[CH:19][CH:18]=[CH:17][C:11]=2[O:12][CH2:13][CH:14]2[O:16][CH2:15]2)[CH:9]=[CH:8][CH:7]=[CH:6]1>C(O)(C)C>[CH:1]([NH:4][CH2:15][CH:14]([OH:16])[CH2:13][O:12][C:11]1[CH:17]=[CH:18][CH:19]=[CH:20][C:10]=1[N:5]1[CH:9]=[CH:8][CH:7]=[CH:6]1)([CH3:3])[CH3:2]. Procedure: 50 ml of isopropylamine are added to a solution of 26.9 g of 1-[o-(pyrrol-1-yl)-phenoxy]-2,3-epoxy-propane in 250 ml of isopropanol and the mixture is heated to the boil under reflux for 1 1/2 hours. The oil which remains after evaporating off the volatile constituents in vacuo is distilled in a bulb tube under a high vacuum and gives 1-iso-propylamino-3[o-(pyrrol-1-yl)-phenoxy]-2-propanol as a colourless oil of boiling point 125°-135° C/0.04 mm Hg. The distillate which crystallises can be recry... Starting materials: O1C=CC2=C1C=CC=C2 (benzofuran), N1=CC=CC=C1 (pyridine), [Na] (sodium). The solvent is O (water). The product is OC1=C(C=CC=C1)C#C (2-hydroxyphenylacetylene). The yield is 54.0%. RXN SMILES: [O:1]1[C:5]2[CH:6]=[CH:7][CH:8]=[CH:9][C:4]=2[CH:3]=[CH:2]1.N1C=CC=CC=1.[Na]>O>[OH:1][C:5]1[CH:6]=[CH:7][CH:8]=[CH:9][C:4]=1[C:3]#[CH:2] |^1:15|. Procedure: In the process described in Bull. Chem. Soc. Japan 29, 470-1(1956), benzofuran is heat-refluxed in the presence of pyridine and metallic sodium and thereafter treated with water to obtain 2-hydroxyphenylacetylene in 54% yield. The reactants are OCCCCC(=O)C=P(C1=CC=CC=C1)(C1=CC=CC=C1)C1=CC=CC=C1 ((5-hydroxypentanoylmethylene)-triphenylphosphorane), COC=1C=C(C=O)C=C(C1)OC (3,5-dimethoxybenzaldehyde). Solvent: C1=CC=CC=C1 (benzene). Yields the product COC=1C=C(C=C(C1)OC)C=CC(CCCCO)=O (1-(3,5-dimethoxyphenyl)-7-hydroxy-1-hepten-3-one). As a reaction SMILES: [OH:1][CH2:2][CH2:3][CH2:4][CH2:5][C:6]([CH:8]=P(C1C=CC=CC=1)(C1C=CC=CC=1)C1C=CC=CC=1)=[O:7].[CH3:28][O:29][C:30]1[CH:31]=[C:32]([CH:35]=[C:36]([O:38][CH3:39])[CH:37]=1)[CH:33]=O>C1C=CC=CC=1>[CH3:28][O:29][C:30]1[CH:31]=[C:32]([CH:33]=[CH:8][C:6](=[O:7])[CH2:5][CH2:4][CH2:3][CH2:2][OH:1])[CH:35]=[C:36]([O:38][CH3:39])[CH:37]=1. Procedure details: 10 parts of the phosphonium salt produced in Example 16 was dissolved in water containing an amount of potassium carbonate in excess of that necessary to deprotonate the phosphonium chloride. After extracting this solution with methylene chloride, the organic phase was dried over sodium sulfate. After separation of the drying agent, the methylene chloride was removed at room temperature and under a stream of nitrogen, leaving (5-hydroxypentanoylmethylene)-triphenylphosphorane. 7.04 parts of this... Reactants: Cc1nc(-c2ccc(C(F)(F)F)cc2)sc1CC#N, CCO, Cl, [Na+], [OH-], O. The product is Cc1nc(-c2ccc(C(F)(F)F)cc2)sc1CC(=O)O. RXN SMILES: [CH3:1][c:2]1[n:3][c:4](-[c:10]2[cH:11][cH:12][c:13]([C:16]([F:17])([F:18])[F:19])[cH:14][cH:15]2)[s:5][c:6]1[CH2:7][C:8]#[N:9].[CH3:24][CH2:25][OH:26].[ClH:23].[Na+:21].[OH-:20].[OH2:22]>>[CH3:1][c:2]1[n:3][c:4](-[c:10]2[cH:11][cH:12][c:13]([C:16]([F:17])([F:18])[F:19])[cH:14][cH:15]2)[s:5][c:6]1[CH2:7][C:8](=[O:20])[OH:22]. Reactants: CSC=1C=CC2=C(C(OC(N2)=O)=O)C1 (6-methylthio-2H-3,1-benzoxazine-2,4-(1H)-dione), NN (hydrazine). The solvent is O (water). Conditions: time 8 hour. Product: CSC=1C=CC(=C(C(=O)NN)C1)N (5-Methylthio-2-aminobenzoic acid hydrazide). Reaction SMILES: [CH3:1][S:2][C:3]1[CH:4]=[CH:5][C:6]2[NH:11]C(=O)[O:9][C:8](=O)[C:7]=2[CH:14]=1.[NH2:15][NH2:16]>O>[CH3:1][S:2][C:3]1[CH:4]=[CH:5][C:6]([NH2:11])=[C:7]([CH:14]=1)[C:8]([NH:15][NH2:16])=[O:9]. Procedure: 6-methylthio-2H-3,1-benzoxazine-2,4-(1H)-dione (25.11 g; 0.72 mole) is added to a cold solution of 54.4% hydrazine (75 ml) in water (75 ml). After stirring at room temperature overnight, the while solid is filtered, washed with cold water and dried. Yield 21.3 g; mp 124°-127°.